Dataset: the Open Reaction Database (ORD), a public repository of structured organic reaction records. Task: describe an organic reaction: reactants, conditions, products, and yield Reactants: BrCC(=O)Br (bromoacetyl bromide), N1[C@@H](CCC1)C#N ((S)-pyrrolidine-2-carbonitrile), N1=CC=CC=C1 (pyridine). The reagents and catalysts are CN(C)C=1C=CN=CC1 (DMAP). Run in C(Cl)Cl (CH2Cl2), C(Cl)Cl (CH2Cl2), C(Cl)Cl (CH2Cl2). Reaction conditions: time 10 minute. Product: BrCC(=O)N1[C@@H](CCC1)C#N (1-(2-bromo-acetyl)-(S)-pyrrolidine-2-carbonitrile). The yield is 82.2%. Reaction SMILES: [Br:1][CH2:2][C:3](Br)=[O:4].[NH:6]1[CH2:10][CH2:9][CH2:8][C@H:7]1[C:11]#[N:12].N1C=CC=CC=1>C(Cl)Cl.CN(C1C=CN=CC=1)C>[Br:1][CH2:2][C:3]([N:6]1[CH2:10][CH2:9][CH2:8][C@H:7]1[C:11]#[N:12])=[O:4]. Procedure details: To a cold solution (−10° C.) of bromoacetyl bromide (2.0 g, 10.0 mmol) in CH2Cl2 (30 mL), a solution of (S)-pyrrolidine-2-carbonitrile (480 mg, 5.0 mmol) and pyridine (1.4 g, 210 mmol) together with a catalytic amount of DMAP (50 mg) in CH2Cl2 (10 mL) was added over a 30 minute period. After stirring for about 10 minutes, the reaction temperature was gradually increased to room temperature. Stirring at room temperature was continued overnight. The residue was diluted with CH2Cl2 (60 mL), washed ... Starting materials: C(C)(C)(C)OC(=O)N1CC2=C(CC1)NN=C2C2=NC1=C(N2)C=C(C(=C1)C)C (3-(5,6-dimethyl-1H-benzoimidazol-2-yl)-1,4,6,7-tetrahydro-pyrazolo[4,3-c]pyridine-5-carboxylic acid tert-butyl ester), Cl (hydrogen chloride). Solvent: CO (methanol), O1CCOCC1 (dioxane). Reaction conditions: time 16 hour. The product is CC1=CC2=C(NC(=N2)C2=NNC3=C2CNCC3)C=C1C (3-(5,6-dimethyl-1H-benzoimidazol-2-yl)-4,5,6,7-tetrahydro-1H-pyrazolo[4,3-c]pyridine). The yield is 70.9%. Reaction SMILES: C(OC([N:8]1[CH2:13][CH2:12][C:11]2[NH:14][N:15]=[C:16]([C:17]3[NH:21][C:20]4[CH:22]=[C:23]([CH3:27])[C:24]([CH3:26])=[CH:25][C:19]=4[N:18]=3)[C:10]=2[CH2:9]1)=O)(C)(C)C.Cl>CO.O1CCOCC1>[CH3:26][C:24]1[C:23]([CH3:27])=[CH:22][C:20]2[NH:21][C:17]([C:16]3[C:10]4[CH2:9][NH:8][CH2:13][CH2:12][C:11]=4[NH:14][N:15]=3)=[N:18][C:19]=2[CH:25]=1. Procedure: A solution of 3-(5,6-dimethyl-1H-benzoimidazol-2-yl)-1,4,6,7-tetrahydro-pyrazolo[4,3-c]pyridine-5-carboxylic acid tert-butyl ester [1.014 g, Example 252(a)] in methanol (20 ml) was treated with a solution of hydrogen chloride in dioxane (5 ml, 4M). After stirring for 16 hours the reaction mixture was evaporated. The resulting beige solid was triturated with methanol to yield 3-(5,6-dimethyl-1H-benzoimidazol-2-yl)-4,5,6,7-tetrahydro-1H-pyrazolo[4,3-c]pyridine (0.523 g) as a pale yellow solid. LC-... Starting materials: ClC1=CC2=C(C(=NO2)C=2C(=NC=CC2OC2=CC=C(C=C2)Cl)CCC)C=C1OC (6-chloro-3-[4-(4-chlorophenoxy)-2-propylpyridin-3-yl]-5-methoxy-1,2-benzisoxazole). The solvent is ClC(C)Cl (dichloroethane), C(C)(=O)OCC (ethyl acetate). Reaction conditions: temperature 85 celsius. Yields the product ClC1=CC2=C(C(=NO2)C=2C(=NC=CC2OC2=CC=C(C=C2)Cl)CCC)C=C1O (6-chloro-3-[4-(4-chlorophenoxy)-2-propylpyridin-3-yl]1,2-benzisoxazol-5-ol). RXN SMILES: [Cl:1][C:2]1[C:27]([O:28]C)=[CH:26][C:5]2[C:6]([C:9]3[C:10]([CH2:23][CH2:24][CH3:25])=[N:11][CH:12]=[CH:13][C:14]=3[O:15][C:16]3[CH:21]=[CH:20][C:19]([Cl:22])=[CH:18][CH:17]=3)=[N:7][O:8][C:4]=2[CH:3]=1>ClC(Cl)C.C(OCC)(=O)C>[Cl:1][C:2]1[C:27]([OH:28])=[CH:26][C:5]2[C:6]([C:9]3[C:10]([CH2:23][CH2:24][CH3:25])=[N:11][CH:12]=[CH:13][C:14]=3[O:15][C:16]3[CH:17]=[CH:18][C:19]([Cl:22])=[CH:20][CH:21]=3)=[N:7][O:8][C:4]=2[CH:3]=1. Reported procedure: The product from Step 9 (4.3 g, 10 mmol) and boron tribromide dimethyl sulfide complex (12.4 g, 40 mmol) were mixed in dichloroethane (100 mL). The resulting solution was heated at 85° C. for 18 h. The mixture was diluted with ethyl acetate (200 mL), washed with a saturated solution of sodium bicarbonate, dried over magnesium sulfate and concentrated. The residue was purified by chromatography on silica gel to give the title product as a white solid. Reactants: C(#C)C1=C(SC2=C1C=CC(=C2)[N+](=O)[O-])C(=O)OCC (Ethyl 3-ethynyl-6-nitro-1-benzothiophene-2-carboxylate), [H][H] (hydrogen). The reagents and catalysts are [C].[Pd] (palladium-carbon). The solvent is CO (methanol), C1CCOC1 (THF). The product is NC1=CC2=C(C(=C(S2)C(=O)OCC)CC)C=C1 (Ethyl 6-amino-3-ethyl-1-benzothiophene-2-carboxylate). RXN SMILES: [C:1]([C:3]1[C:7]2[CH:8]=[CH:9][C:10]([N+:12]([O-])=O)=[CH:11][C:6]=2[S:5][C:4]=1[C:15]([O:17][CH2:18][CH3:19])=[O:16])#[CH:2].[H][H]>CO.C1COCC1.[C].[Pd]>[NH2:12][C:10]1[CH:9]=[CH:8][C:7]2[C:3]([CH2:1][CH3:2])=[C:4]([C:15]([O:17][CH2:18][CH3:19])=[O:16])[S:5][C:6]=2[CH:11]=1 |f:4.5|. Procedure details: Ethyl 3-ethynyl-6-nitro-1-benzothiophene-2-carboxylate obtained in Example (183d) was dissolved in methanol (16 mL) and THF (24 ml). A 10% palladium-carbon catalyst (120 mg) was added, and the mixture was stirred in a hydrogen atmosphere throughout the day. The reaction solution was filtered through celite and then concentrated under reduced pressure to obtain the title compound. The resulting compound was used for the next reaction without purification. Starting materials: C(C1=CC=CC=C1)Br (benzyl bromide), [N+](=O)([O-])C=1C(=CC(=CC1)O)C (4-nitro-m-cresol), aqueous solution, [OH-].[Na+] (sodium hydroxide). Reagents/catalysts: [Br-].C(CCC)[N+](CCCC)(CCCC)CCCC (tetra-n-butylammonium bromide). The solvent is C(Cl)Cl (methylene chloride), CCCCCC (hexane). Yields the product C(C1=CC=CC=C1)OC=1C=CC(=C(C1)C)[N+](=O)[O-] (5-Benzyloxy-2-nitrotoluene). As a reaction SMILES: [N+:1]([C:4]1[C:5]([CH3:11])=[CH:6][C:7]([OH:10])=[CH:8][CH:9]=1)([O-:3])=[O:2].[OH-].[Na+].[CH2:14](Br)[C:15]1[CH:20]=[CH:19][CH:18]=[CH:17][CH:16]=1>C(Cl)Cl.[Br-].C([N+](CCCC)(CCCC)CCCC)CCC.CCCCCC>[CH2:14]([O:10][C:7]1[CH:8]=[CH:9][C:4]([N+:1]([O-:3])=[O:2])=[C:5]([CH3:11])[CH:6]=1)[C:15]1[CH:20]=[CH:19][CH:18]=[CH:17][CH:16]=1 |f:1.2,5.6|. Procedure details: To a solution of 4-nitro-m-cresol (100.0 g) in methylene chloride (1000 ml) was added a 1N aqueous solution of sodium hydroxide (1000 ml). To the resulting two-layer solution were added in turn benzyl bromide (170 ml) and tetra-n-butylammonium bromide (2.17 g) while stirring at room temperature. After stirring at room temperature overnight, the reaction solution was placed into a separating funnel to separate the organic layer from the aqueous layer. The aqueous layer was extracted with methylen... Starting materials: ON1C(=NC2=NC=C(C=C21)Cl)C(F)(F)F (1-Hydroxy-6-chloro-2-(trifluoromethyl)-1H-imidazo(4,5-b)pyridine), ice, Cl (hydrochloric acid), CS(=O)(=O)Cl (methylsulfonyl chloride). The solvent is N1=CC=CC=C1 (pyridine). Conditions: temperature 5 celsius. Yields the product CS(=O)(=O)ON1C(=NC2=NC=C(C=C21)Cl)C(F)(F)F (1-(METHYLSULFONYLOXY)-6-CHLORO-2-(TRIFLUOROMETHYL)-1H-IMIDAZO(4,5-b)PYRIDINE). As a reaction SMILES: [OH:1][N:2]1[C:10]2[C:5](=[N:6][CH:7]=[C:8]([Cl:11])[CH:9]=2)[N:4]=[C:3]1[C:12]([F:15])([F:14])[F:13].[CH3:16][S:17](Cl)(=[O:19])=[O:18].Cl>N1C=CC=CC=1>[CH3:16][S:17]([O:1][N:2]1[C:10]2[C:5](=[N:6][CH:7]=[C:8]([Cl:11])[CH:9]=2)[N:4]=[C:3]1[C:12]([F:15])([F:14])[F:13])(=[O:19])=[O:18]. Procedure: 1-Hydroxy-6-chloro-2-(trifluoromethyl)-1H-imidazo(4,5-b)pyridine (5 grams) in 15 milliliters of pyridine was cooled to 5° C. with stirring and methylsulfonyl chloride (5 milliliters) was added in 1-milliliter portions, maintaining the temperature at about 5° C. After the addition was completed, the reaction mixture was stirred for 2 hours at 5°-10° C., then poured into 30 grams of ice and 20 milliliters of concentrated hydrochloric acid. The desired 1-(methylsulfonyloxy)-6-chloro-2-(trifluoromet...